describe an organic reaction: reactants, conditions, products, and yield From a dataset of the Open Reaction Database (ORD), a public repository of structured organic reaction records. Reactants: COC1=CC=C2C(=C3N(C2=C1)CCCC3=O)C (6,7,8,9-tetrahydro-3-methoxy-10-methylpyrido[1,2-a]indol-9-one), Cl.NO (hydroxylamine hydrochloride). RXN SMILES: [CH3:1][O:2][C:3]1[CH:11]=[C:10]2[C:6]([C:7]([CH3:17])=[C:8]3[C:15](=O)[CH2:14][CH2:13][CH2:12][N:9]32)=[CH:5][CH:4]=1.Cl.[NH2:19][OH:20]>N1C=CC=CC=1>[CH3:1][O:2][C:3]1[CH:11]=[C:10]2[C:6]([C:7]([CH3:17])=[C:8]3[C:15](=[N:19][OH:20])[CH2:14][CH2:13][CH2:12][N:9]32)=[CH:5][CH:4]=1 |f:1.2|. Procedure: A solution of 6,7,8,9-tetrahydro-3-methoxy-10-methylpyrido[1,2-a]indol-9-one (2.29 g, 10 mmol) and hydroxylamine hydrochloride (1.39 g, 20 mmol) in dry pyridine (40 mL) was refluxed for 2 hours. The reaction mixture was concentrated to 10% of its original volume and distilled water (80 mL) was added. The organic product was extracted with ether (3×60 mL). The combined organic layers were washed with water (100 mL), 5% hydrochloric acid (50 mL), and 10% sodium bicarbonate (50 mL). The separated o... Yields the product COC1=CC=C2C(=C3N(C2=C1)CCCC3=NO)C (6,7,8,9-Tetrahydro-3-methoxy-10-methylpyrido[1,2-a]indol-9-one Oxime). Yield: 98.2%. The solvent is N1=CC=CC=C1 (pyridine).